Dataset: the Open Reaction Database (ORD), a public repository of structured organic reaction records. Task: describe an organic reaction: reactants, conditions, products, and yield The reactants are C(=CCCO)O (1,4-butenediol), O1CCCC=C1 (3,4-dihydro-2H-pyrane). The reagents and catalysts are C1(=CC=C(C=C1)S(=O)(=O)[O-])C.[NH+]1=CC=CC=C1 (pyridinium p-toluenesulfonate). The solvent is O1CCCC1 (tetrahydrofuran), O1CCCC1 (tetrahydrofuran). Reaction conditions: time 21 hour. The product is O1C(CCCC1)OC\C=C/CO ((Z)-4-(2-tetrahydropyranyloxy)-2-buten-1-ol). Isolated yield 33.5%. Reaction SMILES: [CH:1]([OH:6])=[CH:2][CH2:3][CH2:4][OH:5].[O:7]1[CH:12]=[CH:11][CH2:10][CH2:9][CH2:8]1>O1CCCC1.C1(C)C=CC(S([O-])(=O)=O)=CC=1.[NH+]1C=CC=CC=1>[O:7]1[CH2:12][CH2:11][CH2:10][CH2:9][CH:8]1[O:6][CH2:1]/[CH:2]=[CH:3]\[CH2:4][OH:5] |f:3.4|. Reported procedure: 50 g of 1,4-butenediol was dissolved in 200 ml of tetrahydrofuran and 280 mg of pyridinium p-toluenesulfonate was added and a solution prepared by dissolving 10.27 g of 3,4-dihydro-2H-pyrane in 50 ml of tetrahydrofuran was added dropwise under ice cooling. After the temperature was returned to room temperature, the reaction solution was stirred for 21 hours. The solvent was evaporated under reduced pressure and the residue was extracted with diethyl ether after adding water. The extract was wash... Starting materials: [H-].[Na+] (sodium hydride), Br.OC1=CC=C(C=C1)C1=C(N=C2SCCN21)C2=CC=C(C=C2)O (5,6-bis(p-hydroxyphenyl)-2,3-dihydroimidazo[2,1-b]thiazole hydrobromide), FC(S(=O)(=O)OCC(F)(F)F)(F)F (2,2,2-trifluoroethyl trifluoromethanesulfonate). Run in O1CCCC1 (tetrahydrofuran). Conditions: time 30 minute. Product: FC(COC1=CC=C(C=C1)C1=C(N=C2SCCN21)C2=CC=C(C=C2)OCC(F)(F)F)(F)F (5,6-bis[p-(2,2,2-trifluoroethoxy)phenyl]-2,3-dihydroimidazo[2,1-b]thiazole). Reaction SMILES: [H-].[Na+].Br.[OH:4][C:5]1[CH:10]=[CH:9][C:8]([C:11]2[N:18]3[C:14]([S:15][CH2:16][CH2:17]3)=[N:13][C:12]=2[C:19]2[CH:24]=[CH:23][C:22]([OH:25])=[CH:21][CH:20]=2)=[CH:7][CH:6]=1.FC(F)(F)S(O[CH2:32][C:33]([F:36])([F:35])[F:34])(=O)=O>O1CCCC1>[F:34][C:33]([F:36])([F:35])[CH2:32][O:4][C:5]1[CH:6]=[CH:7][C:8]([C:11]2[N:18]3[C:14]([S:15][CH2:16][CH2:17]3)=[N:13][C:12]=2[C:19]2[CH:24]=[CH:23][C:22]([O:25][CH2:32][C:33]([F:34])([F:35])[F:36])=[CH:21][CH:20]=2)=[CH:9][CH:10]=1 |f:0.1,2.3|. Reported procedure: To a stirred suspension of 6.14 g. of sodium hydride [50% dispersion in oil, (0.128 mole)] in 150 ml. of tetrahydrofuran (distilled from lithium aluminum hydride) at 0° C. under nitrogen was added 10.0 g. (0.0256 mole) of 5,6-bis(p-hydroxyphenyl)-2,3-dihydroimidazo[2,1-b]thiazole hydrobromide. After 30 minutes, 17.82 g. (0.0768 mole) of 2,2,2-trifluoroethyl trifluoromethanesulfonate was added dropwise, maintaining the temperature below 0° C. After stirring overnight at room temperature, the susp...